From a dataset of the Open Reaction Database (ORD), a public repository of structured organic reaction records. describe an organic reaction: reactants, conditions, products, and yield The reactants are cuprous oxide, C(C=C)(=O)OCC (ethyl acrylate), CC1=C(N=C(O1)C1=CC=CC=C1)CCOC1=CC=C(N)C=C1 (4-[2-(5-methyl-2-phenyl-4-oxazolyl)ethoxy]aniline), Br (hydrobromic acid), N(=O)[O-].[Na+] (sodium nitrite). Run in CC(=O)C (acetone), CO (methanol), O (water). Reaction conditions: temperature 38 celsius, time 1 hour. Product: BrC(C(=O)OCC)CC1=CC=C(C=C1)OCCC=1N=C(OC1C)C1=CC=CC=C1 (ethyl alpha-bromo-4-[2-(5 -methyl-2-phenyl-4-oxazolyl)ethoxy]benzenepropanoate), oil. Reaction SMILES: [CH3:1][C:2]1[O:6][C:5]([C:7]2[CH:12]=[CH:11][CH:10]=[CH:9][CH:8]=2)=[N:4][C:3]=1[CH2:13][CH2:14][O:15][C:16]1[CH:22]=[CH:21][C:19](N)=[CH:18][CH:17]=1.[BrH:23].N([O-])=O.[Na+].[C:28]([O:32][CH2:33][CH3:34])(=[O:31])[CH:29]=[CH2:30]>CC(C)=O.CO.O>[Br:23][CH:29]([CH2:30][C:19]1[CH:21]=[CH:22][C:16]([O:15][CH2:14][CH2:13][C:3]2[N:4]=[C:5]([C:7]3[CH:12]=[CH:11][CH:10]=[CH:9][CH:8]=3)[O:6][C:2]=2[CH3:1])=[CH:17][CH:18]=1)[C:28]([O:32][CH2:33][CH3:34])=[O:31] |f:2.3|. Procedure details: To a solution of 4-[2-(5-methyl-2-phenyl-4-oxazolyl)ethoxy]aniline (U.S. Pat. No. 4,725,610) (3.7 g, 12.6 mmol) in acetone (50 ml) and methanol (50 ml), cooled to 0° C., was added 48% hydrobromic acid (6.2 ml, 54 mmol), and after 5 minutes a solution of sodium nitrite (1.0 g, 15 mmol) in water (5 ml), dropwise, keeping the temperature below 5° C. After 15 minutes ethyl acrylate (8.6 ml, 79 mmol) was added dropwise, the mixture was warmed to 38° C. and cuprous oxide (0.42 g, 2.9 mmol) was added. ... The reactants are C, COC(=O)c1ccc(-c2ccccc2)cc1NC(=O)c1cc(OCCN2CCN(CCCO)CC2)ccc1OCc1ccccc1, CCOC(C)=O, CO, [Pd]. The product is COC(=O)c1ccc(-c2ccccc2)cc1NC(=O)c1cc(OCCN2CCN(CCCO)CC2)ccc1O. As a reaction SMILES: [C:55].[CH2:1]([c:2]1[cH:3][cH:4][cH:5][cH:6][cH:7]1)[O:8][c:9]1[c:10]([C:11](=[O:12])[NH:13][c:14]2[c:15]([C:16](=[O:17])[O:18][CH3:19])[cH:20][cH:21][c:22](-[c:24]3[cH:25][cH:26][cH:27][cH:28][cH:29]3)[cH:23]2)[cH:30][c:31]([O:34][CH2:35][CH2:36][N:37]2[CH2:38][CH2:39][N:40]([CH2:43][CH2:44][CH2:45][OH:46])[CH2:41][CH2:42]2)[cH:32][cH:33]1.[CH3:47][CH2:48][O:49][C:50](=[O:51])[CH3:52].[CH3:53][OH:54].[Pd:56]>>[OH:8][c:9]1[c:10]([C:11](=[O:12])[NH:13][c:14]2[c:15]([C:16](=[O:17])[O:18][CH3:19])[cH:20][cH:21][c:22](-[c:24]3[cH:25][cH:26][cH:27][cH:28][cH:29]3)[cH:23]2)[cH:30][c:31]([O:34][CH2:35][CH2:36][N:37]2[CH2:38][CH2:39][N:40]([CH2:43][CH2:44][CH2:45][OH:46])[CH2:41][CH2:42]2)[cH:32][cH:33]1. Starting materials: Fc1cccc(Nc2ncc(F)c(-c3c(-c4cccc(Br)c4)nn4cc(C(F)(F)F)ccc34)n2)c1, O=C([O-])[O-], C1COCCO1, [Cs+], [Cs+], NC(=O)c1c(F)cccc1F, O=C(C=Cc1ccccc1)C=Cc1ccccc1, O=C(C=Cc1ccccc1)C=Cc1ccccc1, O=C(C=Cc1ccccc1)C=Cc1ccccc1, [Pd], [Pd]. Product: O=C(Nc1cccc(-c2nn3cc(C(F)(F)F)ccc3c2-c2nc(Nc3cccc(F)c3)ncc2F)c1)c1c(F)cccc1F. RXN SMILES: [Br:1][c:2]1[cH:3][c:4](-[c:8]2[n:9][n:10]3[c:11]([cH:12][cH:13][c:14]([C:16]([F:17])([F:18])[F:19])[cH:15]3)[c:20]2-[c:21]2[n:22][c:23]([NH:28][c:29]3[cH:30][c:31]([F:35])[cH:32][cH:33][cH:34]3)[n:24][cH:25][c:26]2[F:27])[cH:5][cH:6][cH:7]1.[C:47](=[O:48])([O-:49])[O-:50].[CH2:109]1[O:110][CH2:111][CH2:112][O:113][CH2:114]1.[Cs+:51].[Cs+:52].[F:36][c:37]1[c:38]([C:39](=[O:40])[NH2:41])[c:42]([F:46])[cH:43][cH:44][cH:45]1.[O:55]=[C:56]([CH:57]=[CH:58][c:59]1[cH:60][cH:61][cH:62][cH:63][cH:64]1)[CH:65]=[CH:66][c:67]1[cH:68][cH:69][cH:70][cH:71][cH:72]1.[O:73]=[C:74]([CH:75]=[CH:76][c:77]1[cH:78][cH:79][cH:80][cH:81][cH:82]1)[CH:83]=[CH:84][c:85]1[cH:86][cH:87][cH:88][cH:89][cH:90]1.[O:91]=[C:92]([CH:93]=[CH:94][c:95]1[cH:96][cH:97][cH:98][cH:99][cH:100]1)[CH:101]=[CH:102][c:103]1[cH:104][cH:105][cH:106][cH:107][cH:108]1.[Pd:53].[Pd:54]>>[c:2]1([NH:41][C:39]([c:38]2[c:37]([F:36])[cH:45][cH:44][cH:43][c:42]2[F:46])=[O:40])[cH:3][c:4](-[c:8]2[n:9][n:10]3[c:11]([cH:12][cH:13][c:14]([C:16]([F:17])([F:18])[F:19])[cH:15]3)[c:20]2-[c:21]2[n:22][c:23]([NH:28][c:29]3[cH:30][c:31]([F:35])[cH:32][cH:33][cH:34]3)[n:24][cH:25][c:26]2[F:27])[cH:5][cH:6][cH:7]1. The reactants are ClC1=NC=2N(C(=C1)N(COCC[Si](C)(C)C)COCC[Si](C)(C)C)N=CC2C=2C=NC(=CC2)C2=CC=CC=C2 (5-chloro-3-(6-phenylpyridin-3-yl)-N,N-bis((2-(trimethylsilyl)ethoxy)methyl)pyrazolo[1,5-a]pyrimidin-7-amine), N1(CCNCC1)C(=O)OC(C)(C)C (tert-butyl piperazine-1-carboxylate), C(=O)(O)[O-].[Na+] (NaHCO3). Run in CN1CCCC1=O (NMP), O (H2O). Conditions: temperature 130 celsius. Product: C[Si](CCOCN(C1=CC(=NC=2N1N=CC2C=2C=NC(=CC2)C2=CC=CC=C2)N2CCN(CC2)C(=O)OC(C)(C)C)COCC[Si](C)(C)C)(C)C (tert-butyl 4-(7-(bis((2-(trimethylsilyl)ethoxy)methyl)amino)-3-(6-phenylpyridin-3-yl)pyrazolo[1,5-a]pyrimidin-5-yl)piperazine-1-carboxylate). As a reaction SMILES: Cl[C:2]1[CH:7]=[C:6]([N:8]([CH2:17][O:18][CH2:19][CH2:20][Si:21]([CH3:24])([CH3:23])[CH3:22])[CH2:9][O:10][CH2:11][CH2:12][Si:13]([CH3:16])([CH3:15])[CH3:14])[N:5]2[N:25]=[CH:26][C:27]([C:28]3[CH:29]=[N:30][C:31]([C:34]4[CH:39]=[CH:38][CH:37]=[CH:36][CH:35]=4)=[CH:32][CH:33]=3)=[C:4]2[N:3]=1.[N:40]1([C:46]([O:48][C:49]([CH3:52])([CH3:51])[CH3:50])=[O:47])[CH2:45][CH2:44][NH:43][CH2:42][CH2:41]1.C([O-])(O)=O.[Na+]>CN1C(=O)CCC1.O>[CH3:14][Si:13]([CH3:16])([CH3:15])[CH2:12][CH2:11][O:10][CH2:9][N:8]([CH2:17][O:18][CH2:19][CH2:20][Si:21]([CH3:24])([CH3:23])[CH3:22])[C:6]1[N:5]2[N:25]=[CH:26][C:27]([C:28]3[CH:29]=[N:30][C:31]([C:34]4[CH:39]=[CH:38][CH:37]=[CH:36][CH:35]=4)=[CH:32][CH:33]=3)=[C:4]2[N:3]=[C:2]([N:43]2[CH2:42][CH2:41][N:40]([C:46]([O:48][C:49]([CH3:52])([CH3:51])[CH3:50])=[O:47])[CH2:45][CH2:44]2)[CH:7]=1 |f:2.3|. Procedure: A mixture of 5-chloro-3-(6-phenylpyridin-3-yl)-N,N-bis((2-(trimethylsilyl)ethoxy)methyl)pyrazolo[1,5-a]pyrimidin-7-amine (200 mg, 0.34 mmoL), tert-butyl piperazine-1-carboxylate (224 mg, 1.20 mmoL) and NaHCO3 (116 mg, 1.38 mmoL) in NMP (5 mL) was heated at 130° C. overnight. The mixture was diluted with H2O and then extracted with ethyl acetate (×2). The combined organic layers were washed with brine and dried with Na2SO4. Evaporation and purification by column chromatography afforded tert-butyl...